From a dataset of the Open Reaction Database (ORD), a public repository of structured organic reaction records. describe an organic reaction: reactants, conditions, products, and yield As a reaction SMILES: [F:1][C:2]1[CH:3]=[CH:4][C:5]([C:8]2[C:12]([CH2:13][CH2:14][C:15]3[S:16][C:17]([C:21]([OH:23])=O)=[C:18]([CH3:20])[N:19]=3)=[C:11]([CH3:24])[O:10][N:9]=2)=[N:6][CH:7]=1.[NH2:25][CH2:26][CH:27]1[CH2:29][CH2:28]1>>[CH:27]1([CH2:26][NH:25][C:21]([C:17]2[S:16][C:15]([CH2:14][CH2:13][C:12]3[C:8]([C:5]4[CH:4]=[CH:3][C:2]([F:1])=[CH:7][N:6]=4)=[N:9][O:10][C:11]=3[CH3:24])=[N:19][C:18]=2[CH3:20])=[O:23])[CH2:29][CH2:28]1. Procedure: As described for example 31b, 2-{2-[3-(5-fluoro-pyridin-2-yl)-5-methyl-isoxazol-4-yl]-ethyl}-4-methyl-thiazole-5-carboxylic acid (69 mg, 0.20 mmol) was converted, using aminomethylcyclopropane instead of 4-aminotetrahydropyran, to the title compound (68 mg, 85%) which was obtained as an off white solid. MS: m/e=401.1 [M+H]+. Yield: 85.0%. Reactants: FC=1C=CC(=NC1)C1=NOC(=C1CCC=1SC(=C(N1)C)C(=O)O)C (2-{2-[3-(5-fluoro-pyridin-2-yl)-5-methyl-isoxazol-4-yl]-ethyl}-4-methyl-thiazole-5-carboxylic acid), NCC1CC1 (aminomethylcyclopropane). Yields the product C1(CC1)CNC(=O)C1=C(N=C(S1)CCC=1C(=NOC1C)C1=NC=C(C=C1)F)C (2-{2-[3-(5-Fluoro-pyridin-2-yl)-5-methyl-isoxazol-4-yl]-ethyl}-4-methyl-thiazole-5-carboxylic acid cyclopropylmethyl-amide). The reactants are CC(C)=O, [Na+], O, C=C(C)C(C(=O)OC1c2ccccc2-c2ccccc21)N1C(=O)C(NC(=O)Cc2ccccc2)C1SSc1nc2ccccc2s1, O=S(=S)(Oc1nc2ccccc2s1)c1ccccc1, O=S([O-])c1ccccc1. Product: C=C(C)C(C(=O)OC1c2ccccc2-c2ccccc21)N1C(=O)C(NC(=O)Cc2ccccc2)C1SS(=O)(=O)c1ccccc1. As a reaction SMILES: [CH3:77][C:78](=[O:79])[CH3:80].[Na+:76].[OH2:66].[c:1]1([CH2:7][C:8](=[O:9])[NH:10][CH:11]2[C:12](=[O:46])[N:13]([CH:26]([C:27](=[O:28])[O:29][CH:30]3[c:31]4[cH:32][cH:33][cH:34][cH:35][c:36]4-[c:37]4[cH:38][cH:39][cH:40][cH:41][c:42]43)[C:43](=[CH2:44])[CH3:45])[CH:14]2[S:15][S:16][c:17]2[s:18][c:19]3[cH:20][cH:21][cH:22][cH:23][c:24]3[n:25]2)[cH:2][cH:3][cH:4][cH:5][cH:6]1.[c:47]1([S:53](=[O:54])([O:55][c:56]2[s:57][c:58]3[cH:59][cH:60][cH:61][cH:62][c:63]3[n:64]2)=[S:65])[cH:48][cH:49][cH:50][cH:51][cH:52]1.[c:67]1([S:68]([O-:69])=[O:70])[cH:71][cH:72][cH:73][cH:74][cH:75]1>>[c:1]1([CH2:7][C:8](=[O:9])[NH:10][CH:11]2[C:12](=[O:46])[N:13]([CH:26]([C:27](=[O:28])[O:29][CH:30]3[c:31]4[cH:32][cH:33][cH:34][cH:35][c:36]4-[c:37]4[cH:38][cH:39][cH:40][cH:41][c:42]43)[C:43](=[CH2:44])[CH3:45])[CH:14]2[S:55][S:53]([c:47]2[cH:48][cH:49][cH:50][cH:51][cH:52]2)(=[O:54])=[O:65])[cH:2][cH:3][cH:4][cH:5][cH:6]1. The reactants are S1C(=CC=C1)C1CC(NC1)=O (4-(2-Thienyl)-2-pyrrolidinone). Solvent: C1CCOC1 (THF), C1CCOC1 (THF). The product is S1C(=CC=C1)C1CNCC1 (3-(2-Thienyl)pyrrolidine). RXN SMILES: [S:1]1[CH:5]=[CH:4][CH:3]=[C:2]1[CH:6]1[CH2:10][NH:9][C:8](=O)[CH2:7]1>C1COCC1>[S:1]1[CH:5]=[CH:4][CH:3]=[C:2]1[CH:6]1[CH2:7][CH2:8][NH:9][CH2:10]1. Procedure details: To a suspension of LiA1H4 (0.46 g) in THF (25 ml) was added the product of Example 134 (1.0 g) in THF (30 ml). After the addition was complete the reaction was heated at reflux for 4 hrs. Starting materials: C(C1=CC=CC=C1)C1CN(CCN1)C1=CC=C2C(=NN(C2=C1)C1CCC1)CC (6-(3-benzyl-piperazin-1-yl)-1-cyclobutyl-3-ethyl-1H-indazole), COC(CC=1C=NNC1)=O ((1H-pyrazol-4-yl)-acetic acid methyl ester). Product: C(C1=CC=CC=C1)[C@@H]1N(CCN(C1)C1=CC=C2C(=NN(C2=C1)C1CCC1)CC)C(CC=1C=NNC1)=O ((S)-1-(2-benzyl-4-(1-cyclobutyl-3-ethyl-1H-indazol-6-yl)piperazin-1-yl)-2-(1H-pyrazol-4-yl)ethanone). Yield: 13.0%. Reaction SMILES: [CH2:1]([CH:8]1[NH:13][CH2:12][CH2:11][N:10]([C:14]2[CH:22]=[C:21]3[C:17]([C:18]([CH2:27][CH3:28])=[N:19][N:20]3[CH:23]3[CH2:26][CH2:25][CH2:24]3)=[CH:16][CH:15]=2)[CH2:9]1)[C:2]1[CH:7]=[CH:6][CH:5]=[CH:4][CH:3]=1.C[O:30][C:31](=O)[CH2:32][C:33]1[CH:34]=[N:35][NH:36][CH:37]=1>>[CH2:1]([C@H:8]1[CH2:9][N:10]([C:14]2[CH:22]=[C:21]3[C:17]([C:18]([CH2:27][CH3:28])=[N:19][N:20]3[CH:23]3[CH2:24][CH2:25][CH2:26]3)=[CH:16][CH:15]=2)[CH2:11][CH2:12][N:13]1[C:31](=[O:30])[CH2:32][C:33]1[CH:34]=[N:35][NH:36][CH:37]=1)[C:2]1[CH:3]=[CH:4][CH:5]=[CH:6][CH:7]=1. Reported procedure: Prepared by the method outlined for Example 275 using 6-(3-benzyl-piperazin-1-yl)-1-cyclobutyl-3-ethyl-1H-indazole (185 mg, 0.494 mmol) and (1H-pyrazol-4-yl)-acetic acid methyl ester (148 mg, 1.06 mmol) with heating for 5 days to afford product as a colorless solid (31 mg, 13%). LC/MS (Method B) 3.70 min, [M+1]+ 483. The reactants are C1(=CC=CC=C1)N1CCN(CC1)CCCN1C(C=2C(C1=O)=CC=CC2)=O (N-[3-(4-phenyl-1-piperazinyl)propyl]phthalimide), O.NN (hydrazine hydrate). Solvent: C(C)O (ethanol). Reaction conditions: time 2 hour. Product: C1(=CC=CC=C1)N1CCN(CC1)CCCN (3-(4-phenyl-1-piperazinyl)propylamine). Isolated yield 97.5%. RXN SMILES: [C:1]1([N:7]2[CH2:12][CH2:11][N:10]([CH2:13][CH2:14][CH2:15][N:16]3C(=O)C4=CC=CC=C4C3=O)[CH2:9][CH2:8]2)[CH:6]=[CH:5][CH:4]=[CH:3][CH:2]=1.O.NN>C(O)C>[C:1]1([N:7]2[CH2:8][CH2:9][N:10]([CH2:13][CH2:14][CH2:15][NH2:16])[CH2:11][CH2:12]2)[CH:2]=[CH:3][CH:4]=[CH:5][CH:6]=1 |f:1.2|. Procedure details: To a solution of N-[3-(4-phenyl-1-piperazinyl)propyl]phthalimide (18.3 g) in ethanol (300 ml) was added 100% hydrazine hydrate (5.3 g). The resulting mixture was refluxed with stirring for 2 hours. The reaction mixture was evaporated under reduced pressure. After the addition of dil. aqueous solution of sodium hydroxide to the residue, the mixture was extracted with chloroform. The extract was washed with water, dried over magnesium sulfate and then evaporated under reduced pressure to give 3-(4... The reactants are FC(C(C(=O)O)=C)(F)F (α-trifluoromethylacrylic acid), C(C1=CC=CC=C1)NC(=O)N (benzylurea), C1CCC(CC1)N=C=NC2CCCCC2 (DCC). Solvent: CN(C)C=O (DMF), CN(C)C=O (DMF). Conditions: temperature 90 celsius, time 5 hour. Yields the product C(C1=CC=CC=C1)N1C(NCC(C1=O)C(F)(F)F)=O (3-benzyl-5-trifluoromethyl-5,6-dihydrouracil). Isolated yield 71.9%. As a reaction SMILES: [F:1][C:2]([F:9])([F:8])[C:3](=[CH2:7])[C:4](O)=[O:5].[CH2:10]([NH:17][C:18]([NH2:20])=[O:19])[C:11]1[CH:16]=[CH:15][CH:14]=[CH:13][CH:12]=1.C1CCC(N=C=NC2CCCCC2)CC1>CN(C=O)C>[CH2:10]([N:17]1[C:4](=[O:5])[CH:3]([C:2]([F:9])([F:8])[F:1])[CH2:7][NH:20][C:18]1=[O:19])[C:11]1[CH:16]=[CH:15][CH:14]=[CH:13][CH:12]=1. Procedure details: A mixture of α-trifluoromethylacrylic acid (700 mg; 5.0 mmoles) and benzylurea (796 mg; 5.3 mmoles) in DMF (5 ml) was heated at 90° C. with stirring for 5 hours. After the reaction mixture was cooled to 0° C., a solution of DCC (1.13 g; 5.5 mmoles) in DMF (3 ml) was added dropwise. The mixture was stirred for 1 hour, and the precipitated solid was filtered off and washed with ethyl acetate. The solvents were evaporated under reduced pressure from the combined filtrates. The residue was purified ... The reactants are O=C(CC#N)CC (3-oxo-pentanenitrile), C(CO)O (ethylene glycol), C1(=CC=C(C=C1)S(=O)(=O)O)C (p-Toluene Sulphonic acid). The solvent is C1(=CC=CC=C1)C (Toluene), C(C)(=O)OCC (ethyl acetate). Yields the product C(C)C1(OCCO1)CC#N ((2-ethyl-[1,3]dioxolan-2-yl)-acetonitrile). As a reaction SMILES: [O:1]=[C:2]([CH2:6][CH3:7])[CH2:3][C:4]#[N:5].[CH2:8](O)[CH2:9][OH:10].C1(C)C=CC(S(O)(=O)=O)=CC=1>C1(C)C=CC=CC=1.C(OCC)(=O)C>[CH2:6]([C:2]1([CH2:3][C:4]#[N:5])[O:10][CH2:9][CH2:8][O:1]1)[CH3:7]. Procedure details: A solution of 3-oxo-pentanenitrile (1.582 g, 16.49 mmol), ethylene glycol (1.026 ml, 84.59 mmol) and a catalytic amount of p-Toluene Sulphonic acid (8 mg) in Toluene (10 ml) is refluxed at 150° C. for 2 days using Dean-Stark apparatus. The reaction mixture is diluted with ethyl acetate and washed with saturated sodium bicarbonate solution. The organic phase is dried over MgSO4, filtered, and the solvent evaporated to yield (2-ethyl-[1,3]dioxolan-2-yl)-acetonitrile. 1H NMR (400 MHz, CDCl3) d 4.15...